This data is from the Open Reaction Database (ORD), a public repository of structured organic reaction records. The task is: describe an organic reaction: reactants, conditions, products, and yield Reactants: CC1CCC(N)C(c2ccccc2)N1, CC1CCC(N)C(c2ccccc2)N1, COc1cc2c(cc1C=O)N(C)C(=O)C1CC21. As a reaction SMILES: [CH3:15][CH:16]1[NH:17][CH:18]([c:19]2[cH:20][cH:21][cH:22][cH:23][cH:24]2)[CH:25]([NH2:26])[CH2:27][CH2:28]1.[CH3:1][CH:2]1[CH2:3][CH2:4][CH:5]([NH2:14])[CH:6]([c:8]2[cH:9][cH:10][cH:11][cH:12][cH:13]2)[NH:7]1.[CH3:29][O:30][c:31]1[c:32]([CH:44]=[O:45])[cH:33][c:34]2[c:39]([cH:40]1)[CH:38]1[CH:37]([C:36](=[O:42])[N:35]2[CH3:43])[CH2:41]1>>[CH3:1][CH:2]1[CH2:3][CH2:4][CH:5]([NH:14][CH2:44][c:32]2[c:31]([O:30][CH3:29])[cH:40][c:39]3[c:34]([cH:33]2)[N:35]([CH3:43])[C:36](=[O:42])[CH:37]2[CH:38]3[CH2:41]2)[CH:6]([c:8]2[cH:9][cH:10][cH:11][cH:12][cH:13]2)[NH:7]1. The product is COc1cc2c(cc1CNC1CCC(C)NC1c1ccccc1)N(C)C(=O)C1CC21. Reactants: NC=1C(=NC(=C(N1)N)C#N)C#N (3,5-diamino-2,6-dicyanopyrazine), O (water), [OH-].[Na+] (sodium hydroxide), N (ammonia). Reaction conditions: time 3 minute. The product is NC=1C(=NC(=C(N1)N)C(N)=O)C(N)=O (3,5-diamino-2,6-dicarbamoylpyrazine). RXN SMILES: [NH2:1][C:2]1[C:3]([C:11]#[N:12])=[N:4][C:5]([C:9]#[N:10])=[C:6]([NH2:8])[N:7]=1.[OH-:13].[Na+].N.[OH2:16]>>[NH2:1][C:2]1[C:3]([C:11](=[O:16])[NH2:12])=[N:4][C:5]([C:9](=[O:13])[NH2:10])=[C:6]([NH2:8])[N:7]=1 |f:1.2|. Procedure details: A slurry consisting of 7.00 g (43.8 mmol) of 3,5-diamino-2,6-dicyanopyrazine in 1.2l of water in which was dissolved 3.50 g (97.6 mol) of sodium hydroxide was heated rapidly to reflux. The reaction mixture became homogeneous within 3 min at reflux, followed in 1 min by the precipitation of 3,5-diamino-2,6-dicarbamoylpyrazine. After a total of 3 hr 10 min at reflux a homogeneous solution was again obtained. Reflux was continued for an additional 40 min as a stream of nitrogen was passed through t...